Dataset: the Open Reaction Database (ORD), a public repository of structured organic reaction records. Task: describe an organic reaction: reactants, conditions, products, and yield Reactants: BrCC(=O)C1=CC(=C(C=C1)Cl)S(N)(=O)=O (2-bromo-4'-chloro-3'-sulfamoylacetophenone), C1(CCCCC1)NC(=S)NCC=1C=NC=CC1 (1-cyclohexyl-3-(3-pyridylmethyl)-thiourea). The product is Br.ClC1=C(C=C(C=C1)C1(N(C(SC1)=NCC=1C=NC=CC1)C1CCCCC1)O)S(N)(=O)=O (4(4-Chloro-3-sulfamoylphenyl)-3-cyclohexyl-2-(3-pyridylmethylimino)-1,3-thiazolidine-4-ol-hydrobromide). RXN SMILES: [Br:1][CH2:2][C:3]([C:5]1[CH:10]=[CH:9][C:8]([Cl:11])=[C:7]([S:12](=[O:15])(=[O:14])[NH2:13])[CH:6]=1)=[O:4].[CH:16]1([NH:22][C:23]([NH:25][CH2:26][C:27]2[CH:28]=[N:29][CH:30]=[CH:31][CH:32]=2)=[S:24])[CH2:21][CH2:20][CH2:19][CH2:18][CH2:17]1>>[BrH:1].[Cl:11][C:8]1[CH:9]=[CH:10][C:5]([C:3]2([OH:4])[CH2:2][S:24][C:23](=[N:25][CH2:26][C:27]3[CH:28]=[N:29][CH:30]=[CH:31][CH:32]=3)[N:22]2[CH:16]2[CH2:21][CH2:20][CH2:19][CH2:18][CH2:17]2)=[CH:6][C:7]=1[S:12](=[O:15])(=[O:14])[NH2:13] |f:2.3|. Procedure details: 4.7 g of 2-bromo-4'-chloro-3'-sulfamoylacetophenone and 3.7 g of 1-cyclohexyl-3-(3-pyridylmethyl)-thiourea were reacted as prescribed in Example 23. The end product precipitated first as oil and crystallized after stirring for several hours at room temperature. Colorless crystals, melting point 140° C, decomposition beginning at 165° C, γC=N 1600 cm-1. Starting materials: FC(C(OC(C(C(F)(F)F)(OC(C(C(F)(F)F)(F)F)(F)F)F)(F)F)F)(OC1=C(C(=O)OC)C=CC(=C1)C(=O)OC)F (Dimethyl 2-(1,1,2-trifluoro-2-(1,1,2,3,3,3-hexafluoro-2-(perfluoropropoxy)-propoxy)ethoxy)terephthalate), Cl (HCl), [OH-].[K+] (potassium hydroxide), Example 11. The solvent is O (water). Reaction conditions: temperature 25 celsius. Yields the product FC(C(OC(C(C(F)(F)F)(OC(C(C(F)(F)F)(F)F)(F)F)F)(F)F)F)(OC1=C(C(=O)O)C=CC(=C1)C(=O)O)F (2-(1,1,2-trifluoro-2-(1,1,2,3,3,3-hexafluoro-2-(perfluoropropoxy)propoxy)ethoxy)terephthalic acid). As a reaction SMILES: [F:1][C:2]([F:41])([O:26][C:27]1[CH:36]=[C:35]([C:37]([O:39]C)=[O:38])[CH:34]=[CH:33][C:28]=1[C:29]([O:31]C)=[O:30])[CH:3]([F:25])[O:4][C:5]([F:24])([F:23])[C:6]([F:22])([O:11][C:12]([F:21])([F:20])[C:13]([F:19])([F:18])[C:14]([F:17])([F:16])[F:15])[C:7]([F:10])([F:9])[F:8].[OH-].[K+].Cl>O>[F:1][C:2]([F:41])([O:26][C:27]1[CH:36]=[C:35]([C:37]([OH:39])=[O:38])[CH:34]=[CH:33][C:28]=1[C:29]([OH:31])=[O:30])[CH:3]([F:25])[O:4][C:5]([F:23])([F:24])[C:6]([F:22])([O:11][C:12]([F:20])([F:21])[C:13]([F:18])([F:19])[C:14]([F:16])([F:15])[F:17])[C:7]([F:10])([F:9])[F:8] |f:1.2|. Procedure details: Dimethyl 2-(1,1,2-trifluoro-2-(1,1,2,3,3,3-hexafluoro-2-(perfluoropropoxy)-propoxy)ethoxy)terephthalate as prepared in Example 11 (2.25 g, 0.035 mol) was added to a solution of water (50 mL) and potassium hydroxide (KOH, 1.96 g) in a reaction flask. The resulting solution in the reaction flask was heated for 5 hours, cooled to room temperature (about 25° C.) and then acidified by adding concentrated HCl to the reaction flask until a pH of ˜1 was achieved, determined by the formation of a precipi...